From a dataset of the Open Reaction Database (ORD), a public repository of structured organic reaction records. describe an organic reaction: reactants, conditions, products, and yield Reactants: [N+](=O)([O-])[O-].[Ca+2].[N+](=O)([O-])[O-] (calcium nitrate), [F-].[U+2](=O)=O.[F-] (uranyl fluoride), [N+](=O)([O-])[O-].[Ca+2].[N+](=O)([O-])[O-] (calcium nitrate), [N+](=O)([O-])[O-].[Ca+2].[N+](=O)([O-])[O-] (calcium nitrate), [N+](=O)([O-])[O-].[Ca+2].[N+](=O)([O-])[O-] (Calcium Nitrate), [N+](=O)([O-])[O-].[Ca+2].[N+](=O)([O-])[O-] (calcium nitrate), [F-].[U+2](=O)=O.[F-] (uranyl fluoride), UO2F2. The solvent is O (water), O (Water). The product is [N+](=O)([O-])[O-].[U+2](=O)=O.[N+](=O)([O-])[O-] (uranyl nitrate), [F-].[Ca+2].[F-] (calcium fluoride). Reaction SMILES: [N+:1]([O-:4])([O-:3])=[O:2].[Ca+2:5].[N+:6]([O-:9])([O-:8])=[O:7].[F-:10].[U+2:11](=[O:13])=[O:12].[F-]>O>[N+:1]([O-:4])([O-:3])=[O:2].[U+2:11](=[O:13])=[O:12].[N+:6]([O-:9])([O-:8])=[O:7].[F-:10].[Ca+2:5].[F-:10] |f:0.1.2,3.4.5,7.8.9,10.11.12|. Procedure details: A calcium nitrate solution 14 from the Calcium Nitrate Reconstitution Station and, as needed, fresh calcium nitrate powder 3 are combined with deionized water 4 obtained from the Deionized Water Supply 2 in a mixing vessel. The resulting calcium nitrate solution 7 and uranyl fluoride solution 1 from the UO2F2 Storage facility are introduced into a precipitator vessel. Tramp and washwater 6 from the Slurry Washer/Dryer, described below, may also be introduced into the Precipitator. The aqueous ca... The reactants are BrC1=C(C=C(C=C1)O)[N+](=O)[O-] (4-Bromo-3-nitrophenol), C(C1=CC=CC=C1)Br (benzyl bromide), C(=O)([O-])[O-].[K+].[K+] (K2CO3). The solvent is C(C)#N (acetonitrile), CC(=O)C (acetone). Yields the product C(C1=CC=CC=C1)OC=1C=CC(=C(C1)[N+](=O)[O-])Br (5-Benzyloxy-2-bromonitrobenzene). The yield is 95.0%. Reaction SMILES: [Br:1][C:2]1[CH:7]=[CH:6][C:5]([OH:8])=[CH:4][C:3]=1[N+:9]([O-:11])=[O:10].[CH2:12](Br)[C:13]1[CH:18]=[CH:17][CH:16]=[CH:15][CH:14]=1.C([O-])([O-])=O.[K+].[K+]>C(#N)C.CC(C)=O>[CH2:12]([O:8][C:5]1[CH:6]=[CH:7][C:2]([Br:1])=[C:3]([N+:9]([O-:11])=[O:10])[CH:4]=1)[C:13]1[CH:18]=[CH:17][CH:16]=[CH:15][CH:14]=1 |f:2.3.4|. Reported procedure: A solution of 4-Bromo-3-nitrophenol (1.0 g, 4.6 mmol) and benzyl bromide (0.82 mL, 7 mmol) in acetonitrile (30 mL) and acetone (15 mL) was treated with K2CO3 (970 mg, 7 mmol). The resulting mixture was heated at reflux under nitrogen for 17 h. The reaction mixture was evaporated in vacuo and the residue was dissolved in 40 mL ethyl acetate. The solution was filtered under vacuum then the filtrate was washed successively with distilled water (30 mL ), 1M HCl solution (30 mL×3), brine (30 mL). The...